Dataset: the Open Reaction Database (ORD), a public repository of structured organic reaction records. Task: describe an organic reaction: reactants, conditions, products, and yield Starting materials: BrCc1noc2ccccc12, CO, [Na+], [Na+], O, O=S([O-])[O-]. The product is O=S(=O)([O-])Cc1noc2ccccc12, [Na+]. RXN SMILES: [Br:1][CH2:2][c:3]1[n:4][o:5][c:6]2[c:7]1[cH:8][cH:9][cH:10][cH:11]2.[CH3:18][OH:19].[Na+:16].[Na+:17].[OH2:20].[S:12](=[O:13])([O-:14])[O-:15]>>[CH2:2]([c:3]1[n:4][o:5][c:6]2[c:7]1[cH:8][cH:9][cH:10][cH:11]2)[S:12](=[O:13])(=[O:14])[O-:15].[Na+:16]. Starting materials: O=C(CNC(=O)c1cccc(C(F)(F)F)c1)NC1CNC1, N#Cc1ccc(C2CCC(=O)CC2)cc1. Yields the product N#Cc1ccc(C2CCC(N3CC(NC(=O)CNC(=O)c4cccc(C(F)(F)F)c4)C3)CC2)cc1. RXN SMILES: [NH:16]1[CH2:17][CH:18]([NH:20][C:21](=[O:22])[CH2:23][NH:24][C:25]([c:26]2[cH:27][c:28]([C:32]([F:33])([F:34])[F:35])[cH:29][cH:30][cH:31]2)=[O:36])[CH2:19]1.[O:1]=[C:2]1[CH2:3][CH2:4][CH:5]([c:8]2[cH:9][cH:10][c:11]([C:12]#[N:13])[cH:14][cH:15]2)[CH2:6][CH2:7]1>>[CH:2]1([N:16]2[CH2:17][CH:18]([NH:20][C:21](=[O:22])[CH2:23][NH:24][C:25]([c:26]3[cH:27][c:28]([C:32]([F:33])([F:34])[F:35])[cH:29][cH:30][cH:31]3)=[O:36])[CH2:19]2)[CH2:3][CH2:4][CH:5]([c:8]2[cH:9][cH:10][c:11]([C:12]#[N:13])[cH:14][cH:15]2)[CH2:6][CH2:7]1. The reactants are CC(COC(C)(C)C)Oc1cc(Oc2ccc(S(C)(=O)=O)cc2)cc(C(=O)Nc2ccn(C)n2)c1, CO, Cl, O. Yields the product CC(CO)Oc1cc(Oc2ccc(S(C)(=O)=O)cc2)cc(C(=O)Nc2ccn(C)n2)c1. As a reaction SMILES: [C:1]([CH3:2])([CH3:3])([CH3:4])[O:5][CH2:6][CH:7]([O:8][c:9]1[cH:10][c:11]([C:12](=[O:13])[NH:14][c:15]2[n:16][n:17]([CH3:20])[cH:18][cH:19]2)[cH:21][c:22]([O:24][c:25]2[cH:26][cH:27][c:28]([S:31](=[O:32])(=[O:33])[CH3:34])[cH:29][cH:30]2)[cH:23]1)[CH3:35].[CH3:37][OH:38].[ClH:36].[OH2:39]>>[OH:5][CH2:6][CH:7]([O:8][c:9]1[cH:10][c:11]([C:12](=[O:13])[NH:14][c:15]2[n:16][n:17]([CH3:20])[cH:18][cH:19]2)[cH:21][c:22]([O:24][c:25]2[cH:26][cH:27][c:28]([S:31](=[O:32])(=[O:33])[CH3:34])[cH:29][cH:30]2)[cH:23]1)[CH3:35]. Reactants: intermediate d, C(C)(C)(C)OC(=O)N1C[C@H]2CC3=CC(=C(N=C3N2[C@@H](C1)C)CC)CO ((4R,9aR)-6-ethyl-7-hydroxymethyl-4-methyl-3,4,9,9a-tetrahydro-1H-2,4a,5-triaza-fluorene-2-carboxylic acid tert-butyl ester), [H-].[Na+] (sodium hydride), CI (methyl iodide). Yields the product C(C)(C)(C)OC(=O)N1C[C@H]2CC3=CC(=C(N=C3N2[C@@H](C1)C)CC)COC ((4R,9aR)-6-Ethyl-7-methoxymethyl-4-methyl-3,4,9,9a-tetrahydro-1H-2,4a,5-triaza-fluorene-2-carboxylic acid tert-butyl ester). Reaction SMILES: [C:1]([O:5][C:6]([N:8]1[CH2:20][C@@H:19]([CH3:21])[N:18]2[C@H:10]([CH2:11][C:12]3[C:17]2=[N:16][C:15]([CH2:22][CH3:23])=[C:14]([CH2:24][OH:25])[CH:13]=3)[CH2:9]1)=[O:7])([CH3:4])([CH3:3])[CH3:2].[H-].[Na+].[CH3:28]I>>[C:1]([O:5][C:6]([N:8]1[CH2:20][C@@H:19]([CH3:21])[N:18]2[C@H:10]([CH2:11][C:12]3[C:17]2=[N:16][C:15]([CH2:22][CH3:23])=[C:14]([CH2:24][O:25][CH3:28])[CH:13]=3)[CH2:9]1)=[O:7])([CH3:2])([CH3:3])[CH3:4] |f:1.2|. Procedure: This compound was prepared in analogy to example 1, intermediate d) from (4R,9aR)-6-ethyl-7-hydroxymethyl-4-methyl-3,4,9,9a-tetrahydro-1H-2,4a,5-triaza-fluorene-2-carboxylic acid tert-butyl ester, sodium hydride and methyl iodide. Starting materials: CN1CCCC1=O, CCCC(C)(C)C1(CCc2ccc(Cl)cc2)CO1, [Na+], [OH-], O, c1nc[nH]n1. The product is CCCC(C)(C)C(O)(CCc1ccc(Cl)cc1)Cn1cncn1. As a reaction SMILES: [CH3:27][N:28]1[CH2:29][CH2:30][CH2:31][C:32]1=[O:33].[Cl:1][c:2]1[cH:3][cH:4][c:5]([CH2:8][CH2:9][C:10]2([C:13]([CH2:14][CH2:15][CH3:16])([CH3:17])[CH3:18])[O:11][CH2:12]2)[cH:6][cH:7]1.[Na+:25].[OH-:24].[OH2:26].[nH:19]1[n:20][cH:21][n:22][cH:23]1>>[Cl:1][c:2]1[cH:3][cH:4][c:5]([CH2:8][CH2:9][C:10]([OH:11])([CH2:12][n:19]2[n:20][cH:21][n:22][cH:23]2)[C:13]([CH2:14][CH2:15][CH3:16])([CH3:17])[CH3:18])[cH:6][cH:7]1. Product: OC1=C(C(=C(CC2=C(C(=C(C(=C2C)CC2=C(C(=C(C(=C2)C)O)CO)C)C)C)O)C=C1C)C)CO (2,4-bis(4-hydroxy-3-hydroxymethyl-2,5-dimethylbenzyl)-3,5,6-trimethylphenol). Reaction SMILES: [OH:1][C:2]1[C:28]([CH3:29])=[CH:27][C:5]([CH2:6][C:7]2[C:12]([CH3:13])=[C:11]([CH2:14][C:15]3[CH:20]=[C:19]([CH3:21])[C:18]([OH:22])=[CH:17][C:16]=3[CH3:23])[C:10]([CH3:24])=[C:9]([CH3:25])[C:8]=2[OH:26])=[C:4]([CH3:30])[CH:3]=1.[OH-:31].[Na+].O.[CH2:34]=O.[C:36]([OH:39])(=O)C>>[OH:1][C:2]1[C:28]([CH3:29])=[CH:27][C:5]([CH2:6][C:7]2[C:12]([CH3:13])=[C:11]([CH2:14][C:15]3[CH:20]=[C:19]([CH3:21])[C:18]([OH:22])=[C:17]([CH2:34][OH:31])[C:16]=3[CH3:23])[C:10]([CH3:24])=[C:9]([CH3:25])[C:8]=2[OH:26])=[C:4]([CH3:30])[C:3]=1[CH2:36][OH:39] |f:1.2|. Reaction conditions: temperature 40 celsius. Yield: 79.2%. Reactants: OC1=CC(=C(CC2=C(C(=C(C(=C2C)CC2=C(C=C(C(=C2)C)O)C)C)C)O)C=C1C)C (2,4-bis(4-hydroxy-2,5-dimethylbenzyl)-3,5,6-trimethylphenol), [OH-].[Na+] (sodium hydroxide), O (water), C=O (formaldehyde), C(C)(=O)O (acetic acid). Reported procedure: Into a 500 ml four-necked flask were charged 40.45 g of above-obtained 2,4-bis(4-hydroxy-2,5-dimethylbenzyl)-3,5,6-trimethylphenol having a purity of 99.38%, 14.4 g of sodium hydroxide, 144 g of water and 14.4 g oftetrahydrofuran and they were completely dissolved. While stirring at 40° C., 48.69 g of 37% formaldehyde was added dropwise thereto over1 hour, and the reaction was conducted for 3 more hours. After completion of the reaction, 18.02 g of 90% aqueous acetic acid solution was added forn...